Task: describe an organic reaction: reactants, conditions, products, and yield. Dataset: the Open Reaction Database (ORD), a public repository of structured organic reaction records The reactants are BrCC(=O)OCC (Ethyl bromoacetate), CC(C1=CC=CC=C1)N (α-methylbenzylamine), C(C)N(C(C)C)C(C)C (ethyldiisopropylamine). The solvent is C1(=CC=CC=C1)C (toluene). The product is C1(=CC=CC=C1)[C@@H](C)NCC(=O)OCC (ethyl {[(1R)-1-phenylethyl]-amino}acetate). Isolated yield 62.3%. Reaction SMILES: Br[CH2:2][C:3]([O:5][CH2:6][CH3:7])=[O:4].[CH3:8][CH:9]([NH2:16])[C:10]1[CH:15]=[CH:14][CH:13]=[CH:12][CH:11]=1.C(N(C(C)C)C(C)C)C>C1(C)C=CC=CC=1>[C:10]1([C@H:9]([NH:16][CH2:2][C:3]([O:5][CH2:6][CH3:7])=[O:4])[CH3:8])[CH:15]=[CH:14][CH:13]=[CH:12][CH:11]=1. Reported procedure: Ethyl bromoacetate (4.14 g; 24.8 mmol) was treated with (R) α-methylbenzylamine (3 g, 24.8 mmol) and ethyldiisopropylamine (3.2 g; 24.8 mmol) in toluene (100 mL). After heating at reflux for 18 hours, the mixture was cooled to room temperature and concentrated under reduced pressure. The residue was purified by flash chromatography (SiO2, 20% ethyl acetate/pentane) to provide the title compound (3.2 g, 63% yield). MS (DCl/NH3) m/z 208 (M+H)+. The product is N#Cc1cc(Oc2c(Cl)ccc(CNC(=O)c3[nH]cnc3Cl)c2F)cc(C(F)F)c1. As a reaction SMILES: [Cl:1][c:2]1[n:3][cH:4][n:5]([CH2:31][O:32][CH2:33][CH2:34][Si:35]([CH3:36])([CH3:37])[CH3:38])[c:6]1[C:7](=[O:8])[NH:9][CH2:10][c:11]1[c:12]([F:30])[c:13]([O:18][c:19]2[cH:20][c:21]([C:28]#[N:29])[cH:22][c:23]([CH:25]([F:26])[F:27])[cH:24]2)[c:14]([Cl:17])[cH:15][cH:16]1.[Cl:46][CH2:47][Cl:48].[F:39][C:40]([F:41])([F:42])[C:43]([OH:44])=[O:45]>>[Cl:1][c:2]1[n:3][cH:4][nH:5][c:6]1[C:7](=[O:8])[NH:9][CH2:10][c:11]1[c:12]([F:30])[c:13]([O:18][c:19]2[cH:20][c:21]([C:28]#[N:29])[cH:22][c:23]([CH:25]([F:26])[F:27])[cH:24]2)[c:14]([Cl:17])[cH:15][cH:16]1. The reactants are C[Si](C)(C)CCOCn1cnc(Cl)c1C(=O)NCc1ccc(Cl)c(Oc2cc(C#N)cc(C(F)F)c2)c1F, ClCCl, O=C(O)C(F)(F)F. The reactants are Cl (hydrochloric acid), FC1=CC(=CC2=CC=C(C=C12)OC)C(CC(=O)OCC)C (ethyl 3-(4-fluoro-6-methoxy-2-naphthyl)-butanoate), O (water), [OH-].[Na+] (sodium hydroxide). The solvent is CO (methanol). The product is FC1=CC(=CC2=CC=C(C=C12)OC)C(CC(=O)O)C (3-(4-fluoro-6-methoxy-2-naphthyl)butanoic acid). RXN SMILES: [F:1][C:2]1[C:11]2[C:6](=[CH:7][CH:8]=[C:9]([O:12][CH3:13])[CH:10]=2)[CH:5]=[C:4]([CH:14]([CH3:21])[CH2:15][C:16]([O:18]CC)=[O:17])[CH:3]=1.[OH-].[Na+].O.Cl>CO>[F:1][C:2]1[C:11]2[C:6](=[CH:7][CH:8]=[C:9]([O:12][CH3:13])[CH:10]=2)[CH:5]=[C:4]([CH:14]([CH3:21])[CH2:15][C:16]([OH:18])=[O:17])[CH:3]=1 |f:1.2|. Reported procedure: The ester (9 g) was dissolved in methanol (180 ml) and 10% aqueous sodium hydroxide solution (90 ml) was added. The solution was heated under reflux for 2 hours. It was then poured into water (270 ml) and the suspension was acidified with dilute hydrochloric acid. The precipitate produced was extracted into ethyl acetate. The organic solution was dried over anhydrous sodium sulphate and the solvent was removed under reduced pressure to give 3-(4-fluoro-6-methoxy-2-naphthyl)butanoic acid as an oi... Starting materials: COC1=NC(=NC(=N1)OC)NC (4,6-dimethoxy-2-methylamino-1,3,5-triazine), FC(SC1=C(C=CC=C1)S(=O)(=O)N=C=O)F (2-difluoromethylthiobenzenesulfonyl isocyanate), C(Cl)Cl (methylene chloride), C(Cl)Cl (methylene chloride). Conditions: time 16 hour. The product is FC(SC1=C(C=CC=C1)S(=O)(=O)NC(=O)N(C)C1=NC(=CC(=N1)OC)OC)F (2-Difluoromethylthio-N-[N-( 4,6-dimethoxy-1,3,3-triazin-2-yl)-N-methylaminocarbonyl]benzenesulfonamide). As a reaction SMILES: [CH3:1][O:2][C:3]1N=[C:7]([O:9][CH3:10])[N:6]=[C:5]([NH:11][CH3:12])[N:4]=1.[F:13][CH:14]([F:28])[S:15][C:16]1[CH:21]=[CH:20][CH:19]=[CH:18][C:17]=1[S:22]([N:25]=[C:26]=[O:27])(=[O:24])=[O:23].[CH2:29](Cl)Cl>>[F:28][CH:14]([F:13])[S:15][C:16]1[CH:21]=[CH:20][CH:19]=[CH:18][C:17]=1[S:22]([NH:25][C:26]([N:11]([C:5]1[N:4]=[C:3]([O:2][CH3:1])[CH:29]=[C:7]([O:9][CH3:10])[N:6]=1)[CH3:12])=[O:27])(=[O:24])=[O:23]. Procedure details: To 0.80 g of 4,6-dimethoxy-2-methylamino-1,3,5-triazine in 25 ml of dry methylene chloride was added at ambient temperature 1.33 g of 2-difluoromethylthiobenzenesulfonyl isocyanate in 15 ml of methylene chloride. The reaction mixture was stirred for 16 hours and the resultant precipitate removed by filtration. It melted at 158°-164°, showed absorption peaks by Nuclear Magnetic Resonance (60MC) at: Starting materials: C1=CC(=CC=C1N)N2C=CN=C2, CN1CC(OC2=C(C1)C=CC(=N2)Cl)C3=CC=CC=C3. The reagents and catalysts are C(=O)([O-])[O-].[Cs+].[Cs+], C1CCC(CC1)P(C2CCCCC2)C3=CC=CC=C3C4=CC=CC=C4, CC(=O)O.CC(=O)O.[Pd]. The solvent is COCCOC. Conditions: temperature 100 celsius. Product: CN1CC(OC2=C(C1)C=CC(=N2)NC3=CC=C(C=C3)N4C=CN=C4)C5=CC=CC=C5. The yield is 41.5%. Procedure details: [Reactants], 8-chloro-4-methyl-2-phenyl-2,3,4,5-tetrahydropyrido[3,2-f][1,4]oxazepine (0.120 g, 0.44 mmol), Palladium(II) acetate (9.81 mg, 0.04 mmol), 2-(Dicyclohexylphosphino)biphenyl (0.015 g, 0.04 mmol) and Cesium carbonate (0.427 g, 1.31 mmol) in DME (2.5 mL) were placed in a microwave vial and flushed with argon. The reaction mixture was then run in the microwave at 100°C for 1 hr. Reaction not complete. Run for another 30 minutes in the microwave. Still not complete. Added 0.1 eq of Palla... Reactants: COC(=O)CBr, CC(=O)OCC1OC(Oc2cccc(O)c2C(C)=O)C(OC(C)=O)C(OC(C)=O)C1OC(C)=O, O=C([O-])[O-], CN(C)C=O, [K+], [K+], O. Product: COC(=O)COc1cccc(OC2OC(COC(C)=O)C(OC(C)=O)C(OC(C)=O)C2OC(C)=O)c1C(C)=O. RXN SMILES: [Br:41][CH2:42][C:43](=[O:44])[O:45][CH3:46].[C:1]([CH3:2])(=[O:3])[O:4][CH:5]1[CH:6]([O:24][c:25]2[c:26]([C:32]([CH3:33])=[O:34])[c:27]([OH:31])[cH:28][cH:29][cH:30]2)[O:7][CH:8]([CH2:19][O:20][C:21]([CH3:22])=[O:23])[CH:9]([O:15][C:16]([CH3:17])=[O:18])[CH:10]1[O:11][C:12]([CH3:13])=[O:14].[C:35](=[O:36])([O-:37])[O-:38].[CH3:48][N:49]([CH3:50])[CH:51]=[O:52].[K+:39].[K+:40].[OH2:47]>>[C:1]([CH3:2])(=[O:3])[O:4][CH:5]1[CH:6]([O:24][c:25]2[c:26]([C:32]([CH3:33])=[O:34])[c:27]([O:31][CH2:42][C:43](=[O:44])[O:45][CH3:46])[cH:28][cH:29][cH:30]2)[O:7][CH:8]([CH2:19][O:20][C:21]([CH3:22])=[O:23])[CH:9]([O:15][C:16]([CH3:17])=[O:18])[CH:10]1[O:11][C:12]([CH3:13])=[O:14]. The product is COC=1C=C2C=C(C(=C(C2=CC1)OC1=CC=C(C=O)C=C1)C1=CC=CC=C1)C (4-[(6-methoxy-3-methyl-2-phenyl-1-naphthyl)oxy]benzaldehyde). The solvent is CN(C)C=O (DMF). Reactants: COC=1C=C2C=C(C(=C(C2=CC1)O)C1=CC=CC=C1)C (6-methoxy-3-methyl-2-phenyl-1-naphthol), FC1=CC=C(C=O)C=C1 (4-fluorobenzaldehyde), C(=O)([O-])[O-].[Cs+].[Cs+] (Cs2CO3). Procedure: A round-bottomed flask was charged with 3-methyl-6-(methyloxy)-2-phenyl-1-naphthalenol (7) (2.5 g, 9.5 mmol), 4-fluorobenzaldehyde (1.22 mL, 11.4 mmol), Cs2CO3 (4.04 g, 12.4 mmol), and anhydrous DMF (25 mL) under N2. The reaction mixture was refluxed for 3 h. Reaction mixture was cooled at room temperature and purified by SiO2 column chromatography using hexanes:EtOAc (19:1 to 4:1) as an eluent to afford 3.41 g (98%) of the title compound as a white foam. 1H NMR (400 MHz, CDCl3): δ 9.80 (s, 1H),... Reaction SMILES: [CH3:1][O:2][C:3]1[CH:4]=[C:5]2[C:10](=[CH:11][CH:12]=1)[C:9]([OH:13])=[C:8]([C:14]1[CH:19]=[CH:18][CH:17]=[CH:16][CH:15]=1)[C:7]([CH3:20])=[CH:6]2.F[C:22]1[CH:29]=[CH:28][C:25]([CH:26]=[O:27])=[CH:24][CH:23]=1.C([O-])([O-])=O.[Cs+].[Cs+]>CN(C=O)C>[CH3:1][O:2][C:3]1[CH:4]=[C:5]2[C:10](=[CH:11][CH:12]=1)[C:9]([O:13][C:22]1[CH:29]=[CH:28][C:25]([CH:26]=[O:27])=[CH:24][CH:23]=1)=[C:8]([C:14]1[CH:15]=[CH:16][CH:17]=[CH:18][CH:19]=1)[C:7]([CH3:20])=[CH:6]2 |f:2.3.4|. The yield is 97.4%.